This data is from the Open Reaction Database (ORD), a public repository of structured organic reaction records. The task is: describe an organic reaction: reactants, conditions, products, and yield Reactants: FC(C(=O)O)(F)F (Trifluoroacetic acid), C(C)(C)(C)OC(=O)CON=C(C(=O)NC1[C@@H]2N(C(=C(CS2)C)C(=S)OC(C2=CC=CC=C2)C2=CC=CC=C2)C1=O)C=1N=CSC1 (benzhydryl 7-[2-(t-butoxycarbonylmethoxyimino)-2-(4-thiazolyl)acetamido]-3-methylthio-3-cephem-4-carboxylate), C(C)(C)OC(C)C (isopropyl ether), CCCCCC (n-hexane). Solvent: ClCCl (dichloromethane), C1(=CC=CC=C1)OC (anisole). Reaction conditions: time 1.5 hour. The product is C(=O)(O)CON=C(C(=O)NC1[C@@H]2N(C(=C(CS2)C)C(=S)O)C1=O)C=1N=CSC1 (7-[2-(carboxymethoxyimino)-2-(4-thiazolyl)acetamido] -3-methylthio-3-cephem-4-carboxylic acid). The yield is 44.2%. Reaction SMILES: FC(F)(F)C(O)=O.C([O:12][C:13]([CH2:15][O:16][N:17]=[C:18]([C:48]1[N:49]=[CH:50][S:51][CH:52]=1)[C:19]([NH:21][CH:22]1[C:46](=[O:47])[N:24]2[C:25]([C:30]([O:32]C(C3C=CC=CC=3)C3C=CC=CC=3)=[S:31])=[C:26]([CH3:29])[CH2:27][S:28][C@H:23]12)=[O:20])=[O:14])(C)(C)C.C(OC(C)C)(C)C.CCCCCC>ClCCl.C1(OC)C=CC=CC=1>[C:13]([CH2:15][O:16][N:17]=[C:18]([C:48]1[N:49]=[CH:50][S:51][CH:52]=1)[C:19]([NH:21][CH:22]1[C:46](=[O:47])[N:24]2[C:25]([C:30]([OH:32])=[S:31])=[C:26]([CH3:29])[CH2:27][S:28][C@H:23]12)=[O:20])([OH:14])=[O:12]. Procedure details: Trifluoroacetic acid (14 ml) was added to a stirred suspension of benzhydryl 7-[2-(t-butoxycarbonylmethoxyimino)-2-(4-thiazolyl)acetamido]-3-methylthio-3-cephem-4-carboxylate (syn isomer) (3.5 g) in dichloromethane (7 ml) and anisole (3.5 ml) at ambient temperature and the mixture was stirred for 1.5 hours at the same temperature. To the resulting solution was added isopropyl ether (50 ml) and n-hexane (30 ml) and stirred. The precipitates were collected by filtration, washed with solution of is... Reactants: COc1ccc(C)cc1S(=O)(=O)N1CCCc2ccc(C(=O)O)cc21, COC(=O)C(O)c1ccc(N)cc1. Yields the product COC(=O)C(O)c1ccc(NC(=O)c2ccc3c(c2)N(S(=O)(=O)c2cc(C)ccc2OC)CCC3)cc1. Reaction SMILES: [CH3:14][O:15][c:16]1[c:17]([S:23](=[O:24])(=[O:25])[N:26]2[CH2:27][CH2:28][CH2:29][c:30]3[cH:31][cH:32][c:33]([C:36](=[O:37])[OH:38])[cH:34][c:35]32)[cH:18][c:19]([CH3:22])[cH:20][cH:21]1.[CH3:1][O:2][C:3]([CH:4]([OH:5])[c:6]1[cH:7][cH:8][c:9]([NH2:12])[cH:10][cH:11]1)=[O:13]>>[CH3:1][O:2][C:3]([CH:4]([OH:5])[c:6]1[cH:7][cH:8][c:9]([NH:12][C:36]([c:33]2[cH:32][cH:31][c:30]3[c:35]([cH:34]2)[N:26]([S:23]([c:17]2[c:16]([O:15][CH3:14])[cH:21][cH:20][c:19]([CH3:22])[cH:18]2)(=[O:24])=[O:25])[CH2:27][CH2:28][CH2:29]3)=[O:37])[cH:10][cH:11]1)=[O:13]. Reaction SMILES: [Br:8][CH2:9][CH2:10][CH2:11][Cl:12].[C:13](=[O:14])([O-:15])[O-:16].[CH3:19][C:20](=[O:21])[CH3:22].[CH3:1][n:2]1[n:3][n:4][n:5][c:6]1[SH:7].[K+:17].[K+:18]>>[CH3:1][n:2]1[n:3][n:4][n:5][c:6]1[S:7][CH2:9][CH2:10][CH2:11][Cl:12]. Yields the product Cn1nnnc1SCCCCl. Starting materials: ClCCCBr, O=C([O-])[O-], CC(C)=O, Cn1nnnc1S, [K+], [K+]. Reactants: COC1=C(CNC2=NC(=NC=C2N)C2=NN(C3=NC=C(C=C32)F)CC3=C(C=CC=C3)F)C=CC(=C1)OC (N4-(2,4-Dimethoxybenzyl)-2-[5-fluoro-1-(2-fluorobenzyl)-1H-pyrazolo[3,4-b]pyridin-3-yl]pyrimidine-4,5-diamine), S(=O)(=O)(N)N (sulfamide), N1=CC=CC=C1 (pyridine). Solvent: ClCCl (dichloromethane). Conditions: temperature 160 celsius. Product: COC1=C(CN2S(NC3=C2N=C(N=C3)C3=NN(C2=NC=C(C=C23)F)CC2=C(C=CC=C2)F)(=O)=O)C=CC(=C1)OC (3-(2,4-Dimethoxybenzyl)-5-[5-fluoro-1-(2-fluorobenzyl)-1H-pyrazolo[3,4-b]pyridin-3-yl]-1,3-dihydro[1,2,5]thiadiazolo[3,4-d]pyrimidine 2,2-dioxide). Reaction SMILES: [CH3:1][O:2][C:3]1[CH:35]=[C:34]([O:36][CH3:37])[CH:33]=[CH:32][C:4]=1[CH2:5][NH:6][C:7]1[C:12]([NH2:13])=[CH:11][N:10]=[C:9]([C:14]2[C:22]3[C:17](=[N:18][CH:19]=[C:20]([F:23])[CH:21]=3)[N:16]([CH2:24][C:25]3[CH:30]=[CH:29][CH:28]=[CH:27][C:26]=3[F:31])[N:15]=2)[N:8]=1.[S:38](N)(N)(=[O:40])=[O:39].N1C=CC=CC=1>ClCCl>[CH3:1][O:2][C:3]1[CH:35]=[C:34]([O:36][CH3:37])[CH:33]=[CH:32][C:4]=1[CH2:5][N:6]1[C:7]2[N:8]=[C:9]([C:14]3[C:22]4[C:17](=[N:18][CH:19]=[C:20]([F:23])[CH:21]=4)[N:16]([CH2:24][C:25]4[CH:30]=[CH:29][CH:28]=[CH:27][C:26]=4[F:31])[N:15]=3)[N:10]=[CH:11][C:12]=2[NH:13][S:38]1(=[O:40])=[O:39]. Procedure details: 550 mg (1.093 mmol) of the compound from example 92A were divided between 11 microwave vessels. 50 mg of the substance in each were admixed with 48 mg (0.496 mmol) of sulfamide and 2.5 ml of pyridine and then heated at 160° C. under microwave radiation for 30 min. Subsequently, all batches were combined and freed of the solvent under reduced pressure. The residue was taken up in dichloromethane and extracted three times with water. The phases were separated and the organic phase was dried with s... Starting materials: COC=1C=C2CCNCC2=CC1OC (6,7-dimethoxy-1,2,3,4-tetrahydroisoquinoline), BrCCC#N (3-bromopropionitrile), C([O-])([O-])=O.[K+].[K+] (potassium carbonate). Reagents/catalysts: [I-].[K+] (potassium iodide). The solvent is C(CCC)O (n-butanol), O1CCOCC1 (1,4-dioxane). The product is C(#N)CCN1CC2=CC(=C(C=C2CC1)OC)OC (2-(2-Cyanoethyl)-1,2,3,4-tetrahydro-6,7-dimethoxyisoquinoline). Yield: 84.9%. RXN SMILES: [CH3:1][O:2][C:3]1[CH:4]=[C:5]2[C:10](=[CH:11][C:12]=1[O:13][CH3:14])[CH2:9][NH:8][CH2:7][CH2:6]2.Br[CH2:16][CH2:17][C:18]#[N:19].C(=O)([O-])[O-].[K+].[K+]>C(O)CCC.O1CCOCC1.[I-].[K+]>[C:18]([CH2:17][CH2:16][N:8]1[CH2:7][CH2:6][C:5]2[C:10](=[CH:11][C:12]([O:13][CH3:14])=[C:3]([O:2][CH3:1])[CH:4]=2)[CH2:9]1)#[N:19] |f:2.3.4,7.8|. Reported procedure: A suspension of 6,7-dimethoxy-1,2,3,4-tetrahydroisoquinoline (9.20 g, 40.1 mmol, 1.00 equiv, Aldrich), 3-bromopropionitrile (3.66 mL, 44.1 mmol, 1.10 equiv, Aldrich), potassium carbonate (33.25 g, 240.6 mmol, 6.00 equiv), and potassium iodide (266 mg, 1.60 mmol, 0.04 equiv) in n-butanol (70 mL) and 1,4-dioxane (70 mL) was stirred at reflux under argon for 48 hours. The mixture was cooled to room temperature and concentrated. The residue was purified by flash chromatography (SiO2, MeOH—EtOAc 0:1 ... Starting materials: CCCCP(=CC#N)(CCCC)CCCC, C1CCOC1, O=C1NC(=O)c2ccccc21, OC1CCC(c2ccccn2)C1. The product is O=C1c2ccccc2C(=O)N1C1CCC(c2ccccn2)C1. As a reaction SMILES: [C:24]([CH:25]=[P:26]([CH2:27][CH2:28][CH2:29][CH3:30])([CH2:31][CH2:32][CH2:33][CH3:34])[CH2:35][CH2:36][CH2:37][CH3:38])#[N:39].[CH2:40]1[O:41][CH2:42][CH2:43][CH2:44]1.[O:13]=[C:14]1[NH:15][C:16](=[O:17])[c:18]2[cH:19][cH:20][cH:21][cH:22][c:23]21.[n:1]1[c:2]([CH:7]2[CH2:8][CH:9]([OH:12])[CH2:10][CH2:11]2)[cH:3][cH:4][cH:5][cH:6]1>>[n:1]1[c:2]([CH:7]2[CH2:8][CH:9]([N:15]3[C:14](=[O:13])[c:23]4[c:18]([cH:19][cH:20][cH:21][cH:22]4)[C:16]3=[O:17])[CH2:10][CH2:11]2)[cH:3][cH:4][cH:5][cH:6]1.